Dataset: the Open Reaction Database (ORD), a public repository of structured organic reaction records. Task: describe an organic reaction: reactants, conditions, products, and yield Reactants: C[N+](C)(C)Cc1ccccc1, CC(=O)O, [Cl-], [Cl-], [IH2+], COC(=O)c1cccc(N)c1. Yields the product COC(=O)c1ccc(I)c(N)c1. RXN SMILES: [CH2:15]([N+:16]([CH3:17])([CH3:18])[CH3:19])[c:20]1[cH:21][cH:22][cH:23][cH:24][cH:25]1.[CH3:26][C:27](=[O:28])[OH:29].[Cl-:12].[Cl-:13].[IH2+:14].[NH2:1][c:2]1[cH:3][c:4]([C:5](=[O:6])[O:7][CH3:8])[cH:9][cH:10][cH:11]1>>[NH2:1][c:2]1[cH:3][c:4]([C:5](=[O:6])[O:7][CH3:8])[cH:9][cH:10][c:11]1[I:14]. Reactants: C(CC(=O)C)(=O)OCCOC\C=C\C1=CC=C(C=C1)CC=1C=NC=CC1 (2-[(E)-3-[4-(3-pyridylmethyl)phenyl]allyloxy]ethyl acetoacetate), N\C(=C/C(=O)OC)\C (methyl 3-aminocrotonate), FC(C=1C=C(C=O)C=CC1)(F)F (3-trifluoromethylbenzaldehyde). Run in C(C)O (ethanol). Product: CC=1NC(=C(C(C1C(=O)OCCOC\C=C\C1=CC=C(C=C1)CC=1C=NC=CC1)C1=CC(=CC=C1)C(F)(F)F)C(=O)OC)C (3-[2-[(E)-3-[4-(pyridin-3-ylmethyl)phenyl]allyloxy]ethyl] 5-methyl 2,6-dimethyl-4-(3-trifluoromethylphenyl)-1,4-dihydropyridine-3,5-dicarboxylate). Yield: 72.8%. RXN SMILES: [C:1]([O:7][CH2:8][CH2:9][O:10][CH2:11]/[CH:12]=[CH:13]/[C:14]1[CH:19]=[CH:18][C:17]([CH2:20][C:21]2[CH:22]=[N:23][CH:24]=[CH:25][CH:26]=2)=[CH:16][CH:15]=1)(=[O:6])[CH2:2][C:3]([CH3:5])=O.[NH2:27]/[C:28](/[CH3:34])=[CH:29]\[C:30]([O:32][CH3:33])=[O:31].[F:35][C:36]([F:46])([F:45])[C:37]1[CH:38]=[C:39]([CH:42]=[CH:43][CH:44]=1)[CH:40]=O>C(O)C>[CH3:5][C:3]1[NH:27][C:28]([CH3:34])=[C:29]([C:30]([O:32][CH3:33])=[O:31])[CH:40]([C:39]2[CH:42]=[CH:43][CH:44]=[C:37]([C:36]([F:35])([F:45])[F:46])[CH:38]=2)[C:2]=1[C:1]([O:7][CH2:8][CH2:9][O:10][CH2:11]/[CH:12]=[CH:13]/[C:14]1[CH:19]=[CH:18][C:17]([CH2:20][C:21]2[CH:22]=[N:23][CH:24]=[CH:25][CH:26]=2)=[CH:16][CH:15]=1)=[O:6]. Reported procedure: In 5 ml of ethanol were dissolved 500 mg of 2-[(E)-3-[4-(3-pyridylmethyl)phenyl]allyloxy]ethyl acetoacetate, 0.20 g of methyl 3-aminocrotonate and 300 mg of 3-trifluoromethylbenzaldehyde, and the resulting solution was subjected to reaction under reflux for 15 hours. Subsequently, the solvent was removed by distillation under reduced pressure, and the residue thus obtained was purified by a column chromatography [Wako Silica Gel C-200, eluant: chloroform:ethanol (100:1 by volume)] to obtain 660 ... As a reaction SMILES: Br[C:2]1[CH:3]=[CH:4][C:5]([F:8])=[N:6][CH:7]=1.[Br-].[S:10]1[CH:14]=[CH:13][N:12]=[C:11]1[Zn+].C1COCC1>C([O-])(O)=O.[Na+].C1C=CC(P(C2C=CC=CC=2)[C-]2C=CC=C2)=CC=1.C1C=CC(P(C2C=CC=CC=2)[C-]2C=CC=C2)=CC=1.Cl[Pd]Cl.[Fe+2]>[F:8][C:5]1[N:6]=[CH:7][C:2]([C:11]2[S:10][CH:14]=[CH:13][N:12]=2)=[CH:3][CH:4]=1 |f:1.2,4.5,6.7.8.9|. Procedure: To a 7 mL dram vial equipped with a stir bar was added 5-bromo-2-fluoropyridine (500 mg, 2.84 mmol) and Pd(dppf)Cl2 (104 mg, 0.142 mmol). The vial was sealed with a septum cap and then placed under N2 atm. To the vial was added thiazol-2-ylzinc(II) bromide in THF (6 mL, 3.00 mmol). The vial was placed in a 65° C. heating block with stirring for 2.5 h. The reaction solution was transfered to a 125 mL separatory funnel and was diluted with sat. aq. NaHCO3 (50 mL) upon which a significant amount of... Solvent: C(=O)(O)[O-].[Na+] (NaHCO3). Reagents/catalysts: C1=CC=C(C=C1)P([C-]2C=CC=C2)C3=CC=CC=C3.C1=CC=C(C=C1)P([C-]2C=CC=C2)C3=CC=CC=C3.Cl[Pd]Cl.[Fe+2] (Pd(dppf)Cl2). Reaction conditions: time 2.5 hour. The reactants are [Br-].S1C(=NC=C1)[Zn+] (thiazol-2-ylzinc(II) bromide), C1CCOC1 (THF), BrC=1C=CC(=NC1)F (5-bromo-2-fluoropyridine). Product: FC1=CC=C(C=N1)C=1SC=CN1 (2-(6-fluoropyridin-3-yl)thiazole). The reactants are CC(C)[Si](Sc1ccc2c(ccn2C(=O)OC(C)(C)C)c1)(C(C)C)C(C)C, CCCC[N+](CCCC)(CCCC)CCCC, CCOC(C)=O, [F-], C1CCOC1. The product is CC(C)(C)OC(=O)n1ccc2cc(S)ccc21. As a reaction SMILES: [C:1]([CH3:2])([CH3:3])([CH3:4])[O:5][C:6](=[O:7])[n:8]1[cH:9][cH:10][c:11]2[cH:12][c:13]([S:17][Si:18]([CH:19]([CH3:20])[CH3:21])([CH:22]([CH3:23])[CH3:24])[CH:25]([CH3:26])[CH3:27])[cH:14][cH:15][c:16]12.[CH3:29][CH2:30][CH2:31][CH2:32][N+:33]([CH2:34][CH2:35][CH2:36][CH3:37])([CH2:38][CH2:39][CH2:40][CH3:41])[CH2:42][CH2:43][CH2:44][CH3:45].[CH3:51][CH2:52][O:53][C:54](=[O:55])[CH3:56].[F-:28].[O:46]1[CH2:47][CH2:48][CH2:49][CH2:50]1>>[C:1]([CH3:2])([CH3:3])([CH3:4])[O:5][C:6](=[O:7])[n:8]1[cH:9][cH:10][c:11]2[cH:12][c:13]([SH:17])[cH:14][cH:15][c:16]12.